From a dataset of the Open Reaction Database (ORD), a public repository of structured organic reaction records. describe an organic reaction: reactants, conditions, products, and yield Starting materials: ClCC(=O)N(C1=C(C=CC=C1OC)OC)COC (alpha-chloro-N-[methoxymethyl]-N-[2,6-dimethoxyphenyl]acetamide), 3A, C(CCC)O (n-butanol), CS(=O)(=O)O (methylsulfonic acid). Solvent: C1(=CC=CC=C1)C (toluene). Conditions: temperature 26 celsius. Yields the product ClCC(=O)N(C1=C(C=CC=C1OC)OC)COCCCC (alpha-chloro-N-(butoxymethyl)-N-(2,6-dimethoxyphenyl)acetamide). Yield: 57.0%. RXN SMILES: [Cl:1][CH2:2][C:3]([N:5]([CH2:16][O:17][CH3:18])[C:6]1[C:11]([O:12][CH3:13])=[CH:10][CH:9]=[CH:8][C:7]=1[O:14][CH3:15])=[O:4].[CH2:19](O)[CH2:20][CH2:21]C.CS(O)(=O)=O>C1(C)C=CC=CC=1>[Cl:1][CH2:2][C:3]([N:5]([CH2:16][O:17][CH2:18][CH2:19][CH2:20][CH3:21])[C:6]1[C:11]([O:12][CH3:13])=[CH:10][CH:9]=[CH:8][C:7]=1[O:14][CH3:15])=[O:4]. Procedure details: A mixture containing alpha-chloro-N-[methoxymethyl]-N-[2,6-dimethoxyphenyl]acetamide (4.0 g; 0.015 mole), 150 ml. of n-butanol and 0.2 ml. of methylsulfonic acid in 150 ml. of toluene was refluxed for 7 hours in a soxhlet extractor containing 22 g. of activated 3A molecular sieves. The reaction mixture was allowed to cool to 26° C. and was then washed with a 5% sodium carbonate solution. The organic layer was separated, dried over magnesium sulfate, filtered and concentrated in vacuo to yield a ... Reactants: C=1(C(=CC=CC1)CO)CO (1,2-benzenedimethanol), N1C=NC=C1 (imidazole), C(C)(C)(C)[Si](Cl)(C)C (tert -butyldimethylchlorosilane). Solvent: C(C)(=O)OCC (ethyl acetate), CN(C=O)C (N,N-dimethylformamide). Conditions: time 3 day. The product is [Si](C)(C)(C(C)(C)C)OCC1=C(CO)C=CC=C1 (2-(tert-Butyldimethylsilyloxymethyl)benzyl alcohol). The yield is 41.9%. Reaction SMILES: [C:1]1([CH2:9][OH:10])[C:2]([CH2:7][OH:8])=[CH:3][CH:4]=[CH:5][CH:6]=1.N1C=CN=C1.[C:16]([Si:20]([CH3:23])([CH3:22])Cl)([CH3:19])([CH3:18])[CH3:17]>CN(C)C=O.C(OCC)(=O)C>[Si:20]([O:8][CH2:7][C:2]1[CH:3]=[CH:4][CH:5]=[CH:6][C:1]=1[CH2:9][OH:10])([C:16]([CH3:19])([CH3:18])[CH3:17])([CH3:23])[CH3:22]. Procedure: To a solution of 1,2-benzenedimethanol (2 g) and imidazole (1.13 g) in N,N-dimethylformamide (30 mL) was added tert -butyldimethylchlorosilane (2.08 g), and the mixture was stirred at room temperature for 3 days. The reaction mixture was diluted with ethyl acetate, and the resulting mixture was washed with 1 mol/L hydrochloric acid, water and brine successively, and dried over anhydrous magnesium sulfate. The solvent was removed under reduced pressure, and the residue was purified by column chro... As a reaction SMILES: [C:9]([c:10]1[cH:11][cH:12][cH:13][cH:14][cH:15]1)(=[O:16])[Cl:17].[CH:1]12[NH:2][CH2:3][CH:4]([CH:5]=[CH:6]1)[CH2:7][CH2:8]2.[Na+:19].[OH-:18]>>[CH:1]12[N:2]([C:9]([c:10]3[cH:11][cH:12][cH:13][cH:14][cH:15]3)=[O:16])[CH2:3][CH:4]([CH:5]=[CH:6]1)[CH2:7][CH2:8]2. The reactants are O=C(Cl)c1ccccc1, C1=CC2CCC1CN2, [Na+], [OH-]. The product is O=C(c1ccccc1)N1CC2C=CC1CC2. Reaction SMILES: [CH3:35][OH:36].[Na+:34].[OH-:33].[c:1]1(-[c:7]2[n:8][c:9]([CH2:18][CH2:19][c:20]3[cH:21][c:22]([CH2:26][CH2:27][C:28](=[O:29])[O:30][CH2:31][CH3:32])[cH:23][cH:24][cH:25]3)[o:10][c:11]2-[c:12]2[cH:13][cH:14][cH:15][cH:16][cH:17]2)[cH:2][cH:3][cH:4][cH:5][cH:6]1>>[c:1]1(-[c:7]2[n:8][c:9]([CH2:18][CH2:19][c:20]3[cH:21][c:22]([CH2:26][CH2:27][C:28](=[O:29])[OH:30])[cH:23][cH:24][cH:25]3)[o:10][c:11]2-[c:12]2[cH:13][cH:14][cH:15][cH:16][cH:17]2)[cH:2][cH:3][cH:4][cH:5][cH:6]1. Reactants: CO, [Na+], [OH-], CCOC(=O)CCc1cccc(CCc2nc(-c3ccccc3)c(-c3ccccc3)o2)c1. Product: O=C(O)CCc1cccc(CCc2nc(-c3ccccc3)c(-c3ccccc3)o2)c1.